The task is: describe an organic reaction: reactants, conditions, products, and yield. This data is from the Open Reaction Database (ORD), a public repository of structured organic reaction records. The reactants are CN(C)C=O, CCOC(C)=O, CC(n1cccn1)C1(c2ccc(F)cc2F)CO1, [H-], [Na+], O, c1c[nH]cn1. Product: CC(n1cccn1)C(O)(Cn1ccnc1)c1ccc(F)cc1F. As a reaction SMILES: [CH3:27][N:28]([CH3:29])[CH:30]=[O:31].[CH3:32][CH2:33][O:34][C:35](=[O:36])[CH3:37].[F:8][c:9]1[c:10]([C:16]2([CH:19]([CH3:20])[n:21]3[n:22][cH:23][cH:24][cH:25]3)[O:17][CH2:18]2)[cH:11][cH:12][c:13]([F:15])[cH:14]1.[H-:1].[Na+:2].[OH2:26].[nH:3]1[cH:4][n:5][cH:6][cH:7]1>>[n:3]1([CH2:18][C:16]([c:10]2[c:9]([F:8])[cH:14][c:13]([F:15])[cH:12][cH:11]2)([OH:17])[CH:19]([CH3:20])[n:21]2[n:22][cH:23][cH:24][cH:25]2)[cH:4][n:5][cH:6][cH:7]1.